This data is from the Open Reaction Database (ORD), a public repository of structured organic reaction records. The task is: describe an organic reaction: reactants, conditions, products, and yield The reactants are CS(=O)(=O)OC(C)C1=NC=C2OCCN3C=C(N=C3C2=C1)C1=NC(=NN1C(C)C)C (1-{4-[3-methyl-1-(propan-2-yl)-1H-1,2,4-triazol-5-yl]-9-oxa-3,6,12-triazatricyclo[8.4.0.02,6]tetradeca-1(14),2,4,10,12-pentaen-13-yl}ethyl methanesulfonate), C(C)(C)(C)N1CCNCC1 (1-tert-butylpiperazine). The solvent is O1CCOCC1 (dioxane). Conditions: temperature 100 celsius, time 16 hour. The product is C(C)(C)(C)N1CCN(CC1)[C@@H](C)C1=CC=2C=3N(CCOC2C=N1)C=C(N3)C3=NC(=NN3C(C)C)C ((S)-10-(1-(4-tert-butylpiperazin-1-yl)ethyl)-2-(1-isopropyl-3-methyl-1H-1,2,4-triazol-5-yl)-5,6-dihydroimidazo[1,2-d]pyrido[4,3-f][1,4]oxazepine). Reaction SMILES: CS(O[CH:6]([C:8]1[CH:21]=[C:20]2[C:11]([O:12][CH2:13][CH2:14][N:15]3[C:19]2=[N:18][C:17]([C:22]2[N:26]([CH:27]([CH3:29])[CH3:28])[N:25]=[C:24]([CH3:30])[N:23]=2)=[CH:16]3)=[CH:10][N:9]=1)[CH3:7])(=O)=O.[C:31]([N:35]1[CH2:40][CH2:39][NH:38][CH2:37][CH2:36]1)([CH3:34])([CH3:33])[CH3:32]>O1CCOCC1>[C:31]([N:35]1[CH2:40][CH2:39][N:38]([C@H:6]([C:8]2[N:9]=[CH:10][C:11]3[O:12][CH2:13][CH2:14][N:15]4[CH:16]=[C:17]([C:22]5[N:26]([CH:27]([CH3:29])[CH3:28])[N:25]=[C:24]([CH3:30])[N:23]=5)[N:18]=[C:19]4[C:20]=3[CH:21]=2)[CH3:7])[CH2:37][CH2:36]1)([CH3:34])([CH3:33])[CH3:32]. Procedure: A mixture of 1-{4-[3-methyl-1-(propan-2-yl)-1H-1,2,4-triazol-5-yl]-9-oxa-3,6,12-triazatricyclo[8.4.0.02,6]tetradeca-1(14),2,4,10,12-pentaen-13-yl}ethyl methanesulfonate (240 mg) and 1-tert-butylpiperazine (281 mg, 1.97 mmol) in dioxane (5.00 mL) was stirred at 100° C. for 16 hrs under N2 atmosphere. After removal of the solvents, the residue was purified with reverse phase Combi-flash eluting with a 20-28% gradient of CH3CN in 0.3% NH4HCO3 to afford the desired product. The isolated solid was fu... Starting materials: ClC=1C=CC(=C(C1)C=1C=NN(C1)C(=O)OC(C)(C)C)O (tert-butyl 4-(5-chloro-2-hydroxyphenyl)-1H-pyrazole-1-carboxylate), ClC=1C=C(C=CC1F)S(=O)(=O)N(C1=NC=NS1)CC1=C(C=C(C=C1)OC)OC (3-chloro-N-(2,4-dimethoxybenzyl)-4-fluoro-N-1,2,4-thiadiazol-5-ylbenzenesulfonamide), C([O-])([O-])=O.[K+].[K+] (potassium carbonate). The solvent is CS(=O)C (dimethylsulphoxide), [Cl-].[Na+] (sodium chloride). Yields the product ClC=1C=CC(=C(C1)C=1C=NN(C1)C(=O)OC(C)(C)C)OC1=C(C=C(C=C1)S(=O)(=O)N(C1=NC=NS1)CC1=C(C=C(C=C1)OC)OC)Cl (tert-butyl 4-[5-chloro-2-(2-chloro-4-{[(2,4-dimethoxybenzyl)(1,2,4-thiadiazol-5-yl)amino]sulfonyl}phenoxy)phenyl]-1H-pyrazole-1-carboxylate). Isolated yield 49.8%. Reaction SMILES: [Cl:1][C:2]1[CH:3]=[CH:4][C:5]([OH:20])=[C:6]([C:8]2[CH:9]=[N:10][N:11]([C:13]([O:15][C:16]([CH3:19])([CH3:18])[CH3:17])=[O:14])[CH:12]=2)[CH:7]=1.[Cl:21][C:22]1[CH:23]=[C:24]([S:29]([N:32]([CH2:38][C:39]2[CH:44]=[CH:43][C:42]([O:45][CH3:46])=[CH:41][C:40]=2[O:47][CH3:48])[C:33]2[S:37][N:36]=[CH:35][N:34]=2)(=[O:31])=[O:30])[CH:25]=[CH:26][C:27]=1F.C(=O)([O-])[O-].[K+].[K+]>CS(C)=O.[Cl-].[Na+]>[Cl:1][C:2]1[CH:3]=[CH:4][C:5]([O:20][C:27]2[CH:26]=[CH:25][C:24]([S:29]([N:32]([CH2:38][C:39]3[CH:44]=[CH:43][C:42]([O:45][CH3:46])=[CH:41][C:40]=3[O:47][CH3:48])[C:33]3[S:37][N:36]=[CH:35][N:34]=3)(=[O:30])=[O:31])=[CH:23][C:22]=2[Cl:21])=[C:6]([C:8]2[CH:9]=[N:10][N:11]([C:13]([O:15][C:16]([CH3:17])([CH3:19])[CH3:18])=[O:14])[CH:12]=2)[CH:7]=1 |f:2.3.4,6.7|. Procedure details: tert-butyl 4-(5-chloro-2-hydroxyphenyl)-1H-pyrazole-1-carboxylate (Preparation 205, 99.6 mg, 0.338 mmol), 3-chloro-N-(2,4-dimethoxybenzyl)-4-fluoro-N-1,2,4-thiadiazol-5-ylbenzenesulfonamide (Preparation 653, 153 mg, 0.345 mmol) and potassium carbonate (59.8 mg, 0.433 mmol) were stirred in dimethylsulphoxide (5 ml) at room temperature for 16 hours. The mixture was diluted with saturated aqueous sodium chloride solution (40 ml) and extracted with ethyl acetate (3×40 ml). The combined organics were...